From a dataset of the Open Reaction Database (ORD), a public repository of structured organic reaction records. describe an organic reaction: reactants, conditions, products, and yield Reactants: ClN1C(CCC1=O)=O (N-chlorosuccinimide), FC1=CC=C(C=C1)C1=CN2CCCC2=C1C1=CC=CC=C1 (6-(4-fluorophenyl)-7-phenyl-2,3-dihydro-1H-pyrrolizine), Al2O3. The solvent is C1CCOC1 (THF). Conditions: time 10 minute. Yields the product ClC=1N2CCCC2=C(C1C1=CC=C(C=C1)F)C1=CC=CC=C1 (5-Chloro-6-(4-fluorophenyl)-7-phenyl-2,3-dihydro-1H-pyrrolizine). RXN SMILES: [F:1][C:2]1[CH:7]=[CH:6][C:5]([C:8]2[C:15]([C:16]3[CH:21]=[CH:20][CH:19]=[CH:18][CH:17]=3)=[C:14]3[N:10]([CH2:11][CH2:12][CH2:13]3)[CH:9]=2)=[CH:4][CH:3]=1.[Cl:22]N1C(=O)CCC1=O>C1COCC1>[Cl:22][C:9]1[N:10]2[C:14](=[C:15]([C:16]3[CH:17]=[CH:18][CH:19]=[CH:20][CH:21]=3)[C:8]=1[C:5]1[CH:4]=[CH:3][C:2]([F:1])=[CH:7][CH:6]=1)[CH2:13][CH2:12][CH2:11]2. Procedure: The clear solution of 6-(4-fluorophenyl)-7-phenyl-2,3-dihydro-1H-pyrrolizine (Example 8 d, 2.77 g, 10 mmol) in THF (20 ml) is treated at RT with N-chlorosuccinimide (NCS, 1.34 g, 10 mmol). The solution, immediately turning from yellow to black-coloured with spontaneous heating, is stirred for a further 10 min, then adsorbed on an Al2O3 column (100 g, TSC-ICI), and the substance sought is eluted with ethyl acetate-n-hexane 1:9 (Rf=0.8, starting material Rf=0.6). The eluate fractions are concentra... Starting materials: C([O-])([O-])=O.[Na+].[Na+] (sodium carbonate), ClC=1C=C2C(=CNC2=CC1)CCNC(C1=CC(=CC=C1)I)=O (N-(2-(5-chloro-1H-indol-3-yl)ethyl)-3-iodobenzamide), N1=CC=C(C=C1)B(O)O (pyridin-4-ylboronic acid). The reagents and catalysts are C=1C=CC(=CC1)[P](C=2C=CC=CC2)(C=3C=CC=CC3)[Pd]([P](C=4C=CC=CC4)(C=5C=CC=CC5)C=6C=CC=CC6)([P](C=7C=CC=CC7)(C=8C=CC=CC8)C=9C=CC=CC9)[P](C=1C=CC=CC1)(C=1C=CC=CC1)C=1C=CC=CC1 (tetrakis(triphenylphosphine)palladium). The solvent is C(OC)COC (dimethoxyethane), O (water). Product: eluent, ClC=1C=C2C(=CNC2=CC1)CCNC(C1=CC(=CC=C1)C1=CC=NC=C1)=O (N-(2-(5-chloro-1H-indol-3-yl)ethyl)-3-(pyridin-4-yl)benzamide). The yield is 71.1%. As a reaction SMILES: [Cl:1][C:2]1[CH:3]=[C:4]2[C:8](=[CH:9][CH:10]=1)[NH:7][CH:6]=[C:5]2[CH2:11][CH2:12][NH:13][C:14](=[O:22])[C:15]1[CH:20]=[CH:19][CH:18]=[C:17](I)[CH:16]=1.[N:23]1[CH:28]=[CH:27][C:26](B(O)O)=[CH:25][CH:24]=1.C(=O)([O-])[O-].[Na+].[Na+]>C(COC)OC.O.C1C=CC([P]([Pd]([P](C2C=CC=CC=2)(C2C=CC=CC=2)C2C=CC=CC=2)([P](C2C=CC=CC=2)(C2C=CC=CC=2)C2C=CC=CC=2)[P](C2C=CC=CC=2)(C2C=CC=CC=2)C2C=CC=CC=2)(C2C=CC=CC=2)C2C=CC=CC=2)=CC=1>[Cl:1][C:2]1[CH:3]=[C:4]2[C:8](=[CH:9][CH:10]=1)[NH:7][CH:6]=[C:5]2[CH2:11][CH2:12][NH:13][C:14](=[O:22])[C:15]1[CH:20]=[CH:19][CH:18]=[C:17]([C:26]2[CH:27]=[CH:28][N:23]=[CH:24][CH:25]=2)[CH:16]=1 |f:2.3.4,^1:48,50,69,88|. Procedure: N-(2-(5-chloro-1H-indol-3-yl)ethyl)-3-(pyridin-4-yl)benzamide was prepared according to method B with N-(2-(5-chloro-1H-indol-3-yl)ethyl)-3-iodobenzamide (0.075 g; 0.176 mmol), pyridin-4-ylboronic acid (0.025 g; 0.177 mmol), tetrakis(triphenylphosphine)palladium (0.010 g; 0.009 mmol), sodium carbonate (0.037 g; 0.353 mmol), in dimethoxyethane (3 mL) and water (1 mL), irradiated in a microwave oven at 130° C. for 18 minutes. Flash chromatography on silica gel (eluent 10 to 80% ethyl acetate in he... Reactants: Cc1ccccc1, Cc1ccc(S(=O)(=O)O)cc1, OC1CCc2c1cccc2-n1cccc1. Product: C1=Cc2cccc(-n3cccc3)c2C1. As a reaction SMILES: [CH3:27][c:28]1[cH:29][cH:30][cH:31][cH:32][cH:33]1.[c:16]1([CH3:17])[cH:18][cH:19][c:20]([S:21]([OH:22])(=[O:23])=[O:24])[cH:25][cH:26]1.[n:1]1(-[c:6]2[c:7]3[c:11]([cH:12][cH:13][cH:14]2)[CH:10]([OH:15])[CH2:9][CH2:8]3)[cH:2][cH:3][cH:4][cH:5]1>>[n:1]1(-[c:6]2[c:7]3[c:11]([cH:12][cH:13][cH:14]2)[CH:10]=[CH:9][CH2:8]3)[cH:2][cH:3][cH:4][cH:5]1. The reactants are CCOC(=O)CCc1ccc(NCc2ccc(Cn3nc(C(C)(C)C)cc3-c3ccccc3)cc2)cc1F, CCO, [Na+], C1CCOC1, [OH-], O, O=C(O)CC(O)(CC(=O)O)C(=O)O. The product is CC(C)(C)c1cc(-c2ccccc2)n(Cc2ccc(CNc3ccc(CCC(=O)O)c(F)c3)cc2)n1. RXN SMILES: [C:1]([CH3:2])([CH3:3])([CH3:4])[c:5]1[n:6][n:7]([CH2:16][c:17]2[cH:18][cH:19][c:20]([CH2:21][NH:22][c:23]3[cH:24][c:25]([F:36])[c:26]([CH2:29][CH2:30][C:31](=[O:32])[O:33][CH2:34][CH3:35])[cH:27][cH:28]3)[cH:37][cH:38]2)[c:8](-[c:10]2[cH:11][cH:12][cH:13][cH:14][cH:15]2)[cH:9]1.[CH3:55][CH2:56][OH:57].[Na+:40].[O:58]1[CH2:59][CH2:60][CH2:61][CH2:62]1.[OH-:39].[OH2:41].[OH:42][C:43]([CH2:44][C:45]([C:46](=[O:47])[OH:48])([CH2:49][C:50](=[O:51])[OH:52])[OH:53])=[O:54]>>[C:1]([CH3:2])([CH3:3])([CH3:4])[c:5]1[n:6][n:7]([CH2:16][c:17]2[cH:18][cH:19][c:20]([CH2:21][NH:22][c:23]3[cH:24][c:25]([F:36])[c:26]([CH2:29][CH2:30][C:31](=[O:32])[OH:33])[cH:27][cH:28]3)[cH:37][cH:38]2)[c:8](-[c:10]2[cH:11][cH:12][cH:13][cH:14][cH:15]2)[cH:9]1. RXN SMILES: [Br:1][c:2]1[cH:3][c:4]([C:7](=[O:8])[O:9][CH3:10])[s:5][cH:6]1.[CH3:17][n:18]1[n:19][cH:20][cH:21][c:22]1[B:23]1[O:24][C:25]([CH3:26])([CH3:27])[C:28]([CH3:29])([CH3:30])[O:31]1.[K+:11].[K+:12].[O-:13][C:14]([O-:15])=[O:16].[O:32]1[CH2:33][CH2:34][O:35][CH2:36][CH2:37]1.[OH2:38]>>[c:2]1(-[c:22]2[n:18]([CH3:17])[n:19][cH:20][cH:21]2)[cH:3][c:4]([C:7](=[O:8])[O:9][CH3:10])[s:5][cH:6]1. Product: COC(=O)c1cc(-c2ccnn2C)cs1. The reactants are COC(=O)c1cc(Br)cs1, Cn1nccc1B1OC(C)(C)C(C)(C)O1, [K+], [K+], O=C([O-])[O-], C1COCCO1, O. Reactants: NC(=S)N (thiourea), [OH-].[Na+] (sodium hydroxide), ClCCN1CCCCC1 (1-(2-chloroethyl)piperidine), ClC=1N=NC(=CC1)Cl (3,6-dichloropyridazine). The reagents and catalysts are [Cl-].C(C1=CC=CC=C1)[N+](CC)(CC)CC (benzyltriethylammonium chloride). Solvent: C(C)O (ethanol), O (water), C1(=CC=CC=C1)C (toluene). Reaction conditions: time 2 hour. Yields the product 27.3, ClC=1N=NC(=CC1)SCCN1CCCCC1 (3-chloro-6(2-(1-piperidinyl)ethylthio)pyridazine). Yield: 71.0%. RXN SMILES: [NH2:1][C:2](N)=[S:3].Cl[CH2:6][CH2:7][N:8]1[CH2:13][CH2:12][CH2:11][CH2:10][CH2:9]1.[OH-].[Na+].[Cl:16][C:17]1[N:18]=NC(Cl)=[CH:21][CH:22]=1>C(O)C.O.[Cl-].C([N+](CC)(CC)CC)C1C=CC=CC=1.C1(C)C=CC=CC=1>[Cl:16][C:17]1[N:18]=[N:1][C:2]([S:3][CH2:6][CH2:7][N:8]2[CH2:13][CH2:12][CH2:11][CH2:10][CH2:9]2)=[CH:21][CH:22]=1 |f:2.3,7.8|. Procedure details: To a warm, stirred solution of 11.4 g (0.150 mole) of thiourea in 175 ml of ethanol was added 22.1 g (0.150 mole) of 1-(2-chloroethyl)piperidine. The resulting solution was heated under reflux for 4 hours. The ethanol was then removed by evaporation in vacuo, and the semisolid residue was taken up in a solution of 12.0 g (0.300 mole) of sodium hydroxide in 180 ml of water. The solution, thus prepared, was added with vigorous stirring to a solution of 22.2 g (0.149 mole) of 3,6-dichloropyridazine...